Dataset: the Open Reaction Database (ORD), a public repository of structured organic reaction records. Task: describe an organic reaction: reactants, conditions, products, and yield Reactants: C(CCC)[Li] (n-butyllithium), N1(N=CC=C1)CCO (2-pyrazol-1-yl-ethanol), II (iodine). The solvent is O1CCCC1 (tetrahydrofuran), O1CCCC1 (tetrahydrofuran). Reaction conditions: temperature 0 celsius, time 0.5 hour. Yields the product IC1=CC=NN1CCO (2-(5-Iodo-pyrazol-1-yl)-ethanol). Yield: 37.7%. Reaction SMILES: [N:1]1([CH2:6][CH2:7][OH:8])[CH:5]=[CH:4][CH:3]=[N:2]1.C([Li])CCC.[I:14]I>O1CCCC1>[I:14][C:5]1[N:1]([CH2:6][CH2:7][OH:8])[N:2]=[CH:3][CH:4]=1. Procedure details: To a cold (0° C.) solution of 2-pyrazol-1-yl-ethanol (0.5 g, 4.46 mmol) in tetrahydrofuran (15 mL), under an atmosphere of nitrogen, was added N,N,N′,N′-tetramethyl-ethylenenediamine (1.34 ml, 8.92 mmol, 2.0 eq.) followed by n-butyllithium (2.5M in hexane, 4.0 ml, 10 mmol, 2.2 eq.) at such a rate as to maintain the temperature below 5° C. The resulting yellow solution was stirred at 0° C. for 0.5 hr before adding a solution of iodine (1.36 g, 5.35 mmol, 1.2 eq.) in tetrahydrofuran (10 mL). The r... Starting materials: NC=1C(=C(OCC2N(CCCC2)C(=O)OCC2=CC=CC=C2)C=CC1)C#N (benzyl 2-((3-amino-2-cyanophenoxy)methyl)piperidine-1-carboxylate), O=C(CC(=O)OCC)C (ethyl 3-oxobutanoate). The product is NC1=C(C(=NC2=CC=CC(=C12)OCC1NCCCC1)C)C(=O)OCC (ethyl 4-amino-2-methyl-5-(piperidin-2-ylmethoxy)quinoline-3-carboxylate). As a reaction SMILES: [NH2:1][C:2]1[C:3]([C:26]#[N:27])=[C:4]([CH:23]=[CH:24][CH:25]=1)[O:5][CH2:6][CH:7]1[CH2:12][CH2:11][CH2:10][CH2:9][N:8]1C(OCC1C=CC=CC=1)=O.O=[C:29]([CH3:36])[CH2:30][C:31]([O:33][CH2:34][CH3:35])=[O:32]>>[NH2:27][C:26]1[C:3]2[C:2](=[CH:25][CH:24]=[CH:23][C:4]=2[O:5][CH2:6][CH:7]2[CH2:12][CH2:11][CH2:10][CH2:9][NH:8]2)[N:1]=[C:29]([CH3:36])[C:30]=1[C:31]([O:33][CH2:34][CH3:35])=[O:32]. Procedure details: Prepared as in Example 2a from benzyl 2-((3-amino-2-cyanophenoxy)methyl)piperidine-1-carboxylate (Example 111c) and ethyl 3-oxobutanoate as a colorless oil (13%). MS 344 (MH+). Starting materials: CC([C@H](C1=CC=CC=C1)NC(=O)N)(C)C ((R)-1-(2,2-dimethyl-1-phenylpropyl)urea), II, CO (Methanol). The solvent is C(=O)=O (CO2). Yields the product CC([C@H](C1=CC=CC=C1)NC(=O)N)(C)C ((R)-1-(2,2-dimethyl-1-phenylpropyl)urea), CC([C@@H](C1=CC=CC=C1)NC(=O)N)(C)C ((S)-1-(2,2-dimethyl-1-phenylpropyl)urea). RXN SMILES: [CH3:1][C:2]([CH3:15])([CH3:14])[C@@H:3]([NH:10][C:11]([NH2:13])=[O:12])[C:4]1[CH:9]=[CH:8][CH:7]=[CH:6][CH:5]=1.CO>C(=O)=O>[CH3:1][C:2]([CH3:15])([CH3:14])[C@@H:3]([NH:10][C:11]([NH2:13])=[O:12])[C:4]1[CH:9]=[CH:8][CH:7]=[CH:6][CH:5]=1.[CH3:1][C:2]([CH3:15])([CH3:14])[C@H:3]([NH:10][C:11]([NH2:13])=[O:12])[C:4]1[CH:9]=[CH:8][CH:7]=[CH:6][CH:5]=1. Procedure details: The enantiomers of (R)-1-(2,2-dimethyl-1-phenylpropyl)urea (600 mg, 2.9 mmol) were separated by SFC (Berger Multigram II SFC, column: Chiral Technology AD-H 2.1×25 cm, 5 uM, mobile phase: 20% Methanol in CO2(l), flow rate: 70 mL/min) The fractions were collected and the solvent evaporated in vacuo to afford (R)-1-(2,2-dimethyl-1-phenylpropyl)urea (MS: [M+H]+ m/z 207) and (S)-1-(2,2-dimethyl-1-phenylpropyl)urea (MS: [M+H]+ m/z 207).